Dataset: the Open Reaction Database (ORD), a public repository of structured organic reaction records. Task: describe an organic reaction: reactants, conditions, products, and yield Starting materials: C([O-])([O-])=O.[K+].[K+] (Potassium carbonate), C(C#C)(=O)OCC (ethyl propiolate), C1(=C(C(=CC(=C1)C)C)S(=O)(=O)[O-])C.N[N+]1=CC(=CC=C1)S(N(C)C)(=O)=O (1-Amino-3-dimethylsulfamoyl-pyridinium mesitylenesulfonate). Solvent: C(Cl)(Cl)Cl (chloroform). The product is C(C)OC(=O)C=1C=NN2C1C=CC(=C2)S(N(C)C)(=O)=O (6-Dimethylsulfamoyl-pyrazolo[1,5-a]pyridine-3-carboxylic acid ethyl ester). Reaction SMILES: C(=O)([O-])[O-].[K+].[K+].[C:7]([O:11][CH2:12][CH3:13])(=[O:10])[C:8]#[CH:9].C1(C)C=C(C)C=C(C)C=1S([O-])(=O)=O.[NH2:27][N+:28]1[CH:33]=[CH:32][CH:31]=[C:30]([S:34](=[O:39])(=[O:38])[N:35]([CH3:37])[CH3:36])[CH:29]=1>C(Cl)(Cl)Cl>[CH2:12]([O:11][C:7]([C:8]1[CH:9]=[N:27][N:28]2[CH:29]=[C:30]([S:34](=[O:38])(=[O:39])[N:35]([CH3:37])[CH3:36])[CH:31]=[CH:32][C:33]=12)=[O:10])[CH3:13] |f:0.1.2,4.5|. Procedure details: Potassium carbonate and ethyl propiolate are added to a stirred suspension of 1-Amino-3-dimethylsulfamoyl-pyridinium mesitylenesulfonate in chloroform at room temperature. For more details, see literature: Yasumitsu Tamura, Yoshio Sumida, Yasuyoshi Miki and Masazumi Ikeda, J. Chem. Soc. Perkin 1, 1974, 406-409 The reactants are P(Cl)(Cl)Cl (Phosphorus trichloride), NC=1SC=C(N1)C(C(=O)NC1[C@@H]2N(C(=C(CS2=O)Cl)C(=O)OCOC(CCCCC)=O)C1=O)=NOC (n-hexanoyloxymethyl 7-[2-(2-amino-4-thiazolyl)-2-methoxyiminoacetamido]-3-chloro-3-cephem-4-carboxylate-1-oxide), Aqueous solution, [Cl-].[Na+] (sodium chloride), resultant solution, C([O-])(O)=O.[Na+] (sodium bicarbonate). Run in CN(C=O)C (dimethylformamide). Reaction conditions: time 50 minute. Product: NC=1SC=C(N1)C(C(=O)NC1[C@@H]2N(C(=C(CS2)Cl)C(=O)OCOC(CCCCC)=O)C1=O)=NOC (n-hexanoyloxymethyl 7-[2-(2-amino-4-thiazolyl)- 2-methoxyiminoacetamido]-3-chloro-3-cephem-4-carboxylate). The yield is 27.1%. RXN SMILES: P(Cl)(Cl)Cl.[NH2:5][C:6]1[S:7][CH:8]=[C:9]([C:11](=[N:38][O:39][CH3:40])[C:12]([NH:14][CH:15]2[C:36](=[O:37])[N:17]3[C:18]([C:24]([O:26][CH2:27][O:28][C:29](=[O:35])[CH2:30][CH2:31][CH2:32][CH2:33][CH3:34])=[O:25])=[C:19]([Cl:23])[CH2:20][S:21](=O)[C@H:16]23)=[O:13])[N:10]=1.[Cl-].[Na+].C(=O)(O)[O-].[Na+]>CN(C)C=O>[NH2:5][C:6]1[S:7][CH:8]=[C:9]([C:11](=[N:38][O:39][CH3:40])[C:12]([NH:14][CH:15]2[C:36](=[O:37])[N:17]3[C:18]([C:24]([O:26][CH2:27][O:28][C:29](=[O:35])[CH2:30][CH2:31][CH2:32][CH2:33][CH3:34])=[O:25])=[C:19]([Cl:23])[CH2:20][S:21][C@H:16]23)=[O:13])[N:10]=1 |f:2.3,4.5|. Procedure: Phosphorus trichloride (210 mg.) was added to a solution of n-hexanoyloxymethyl 7-[2-(2-amino-4-thiazolyl)-2-methoxyiminoacetamido]-3-chloro-3-cephem-4-carboxylate-1-oxide (syn-isomer: 570 mg.) in dry dimethylformamide (10 ml.) at -30° C., and stirred at -20° to -30° C. for 50 minutes. 10% Aqueous solution (50 ml.) of sodium chloride was added to the resultant solution, adjusted to pH 8.0 with a saturated aqueous solution of sodium bicarbonate and extracted with ethyl acetate. The extract was wa...